This data is from the Open Reaction Database (ORD), a public repository of structured organic reaction records. The task is: describe an organic reaction: reactants, conditions, products, and yield Reactants: CN(C)C=O, O=C(NCC1CN(Cc2ccc(Cl)c(Cl)c2)CCO1)Oc1ccc([N+](=O)[O-])cc1, NCc1ccc(C(N)=O)cc1. Product: NC(=O)c1ccc(CNC(=O)NCC2CN(Cc3ccc(Cl)c(Cl)c3)CCO2)cc1. As a reaction SMILES: [CH3:41][N:42]([CH3:43])[CH:44]=[O:45].[Cl:1][c:2]1[cH:3][c:4]([CH2:5][N:6]2[CH2:7][CH:8]([CH2:12][NH:13][C:14]([O:15][c:16]3[cH:17][cH:18][c:19]([N+:20]([O-:21])=[O:22])[cH:23][cH:24]3)=[O:25])[O:9][CH2:10][CH2:11]2)[cH:26][cH:27][c:28]1[Cl:29].[NH2:30][CH2:31][c:32]1[cH:33][cH:34][c:35]([C:36](=[O:37])[NH2:38])[cH:39][cH:40]1>>[Cl:1][c:2]1[cH:3][c:4]([CH2:5][N:6]2[CH2:7][CH:8]([CH2:12][NH:13][C:14](=[O:25])[NH:30][CH2:31][c:32]3[cH:33][cH:34][c:35]([C:36](=[O:37])[NH2:38])[cH:39][cH:40]3)[O:9][CH2:10][CH2:11]2)[cH:26][cH:27][c:28]1[Cl:29]. The reactants are C(CC(O)(C(=O)O)CC(=O)O)(=O)O (Citric acid), COC1=CC(=NC(=N1)C1=CC=CC=C1)OC1CC2C(N(CCCCC=CC3CC3(NC(C2C1)=O)C(=O)O)C)=O (17-(6-Methoxy-2-phenylpyrimidin-4-yloxy)-13-methyl-2,14-dioxo-3,13-diaza-tricyclo[13.3.0.0*4,6*]octadec-7-ene-4-carboxylic acid), CCN=C=NCCCN(C)C (EDAC), C1(=CC=CC=C1)S(=O)(=O)N (benzensulfonamide), C1CCC2=NCCCN2CC1 (DBU). The solvent is C(Cl)Cl (DCM). Product: COC1=CC(=NC(=N1)C1=CC=CC=C1)OC1CC2C(N(CCCCC=CC3CC3(NC(C2C1)=O)C(=O)NS(=O)(=O)C1=CC=CC=C1)C)=O (N-[17-(6-Methoxy-2-phenylpyrimidin-4-yloxy)-13-methyl-2,14-dioxo-3,13-diaza-tricyclo[13.3.0.0*4,6*]octadec-7-ene-4-carbonyl]-benzenesulfonamide). RXN SMILES: [CH3:1][O:2][C:3]1[N:8]=[C:7]([C:9]2[CH:14]=[CH:13][CH:12]=[CH:11][CH:10]=2)[N:6]=[C:5]([O:15][CH:16]2[CH2:33][CH:32]3[CH:18]([C:19](=[O:39])[N:20]([CH3:38])[CH2:21][CH2:22][CH2:23][CH2:24][CH:25]=[CH:26][CH:27]4[C:29]([C:35]([OH:37])=O)([NH:30][C:31]3=[O:34])[CH2:28]4)[CH2:17]2)[CH:4]=1.CCN=C=NCCCN(C)C.[C:51]1([S:57]([NH2:60])(=[O:59])=[O:58])[CH:56]=[CH:55][CH:54]=[CH:53][CH:52]=1.C1CCN2C(=NCCC2)CC1.C(O)(=O)CC(CC(O)=O)(C(O)=O)O>C(Cl)Cl>[CH3:1][O:2][C:3]1[N:8]=[C:7]([C:9]2[CH:14]=[CH:13][CH:12]=[CH:11][CH:10]=2)[N:6]=[C:5]([O:15][CH:16]2[CH2:33][CH:32]3[CH:18]([C:19](=[O:39])[N:20]([CH3:38])[CH2:21][CH2:22][CH2:23][CH2:24][CH:25]=[CH:26][CH:27]4[C:29]([C:35]([NH:60][S:57]([C:51]5[CH:56]=[CH:55][CH:54]=[CH:53][CH:52]=5)(=[O:59])=[O:58])=[O:37])([NH:30][C:31]3=[O:34])[CH2:28]4)[CH2:17]2)[CH:4]=1. Procedure details: Compound 7e (60 mg, 0.112 mmol) was dissolved in DCM (5 ml). EDAC (26 mg, 0.135 mmol) was added and the reaction mixture was stirred at RT over night. benzensulfonamide (19 mg, 0.123 mmol) and DBU (35 μl, 0.235 mmol) were added and the reaction mixture was stirred at RT for 2 h. Citric acid (5%) was added, the organic layer was separated, washed with brine, dried, filtered and evaporated. The residue was purified by preparative HPLC which gave the pure title compound. (36 mg, 48%), MS (M+H)+674. Reactants: CC1=NC2=C(N(C1=O)C=1C=C(C=CC1)C1=CC=CC=C1)N=CC=C2 (2-methyl-4-(3-biphenylyl)-3-oxo-3,4-dihydropyrido[2,3-b]pyrazine), BrN1C(CCC1=O)=O (N-bromosuccinimide). The reagents and catalysts are COC(CC(C#N)C)(C)C (4-methoxy-2,4-dimethylvaleronitrile). The solvent is C1=CC=CC=C1 (benzene). Yields the product BrCC1=NC2=C(N(C1=O)C=1C=C(C=CC1)C1=CC=CC=C1)N=CC=C2 (2-bromomethyl-4-(3-biphenylyl)-3-oxo-3,4-dihydropyrido[2,3-b]pyrazine). Isolated yield 23.5%. As a reaction SMILES: [CH3:1][C:2]1[C:7](=[O:8])[N:6]([C:9]2[CH:10]=[C:11]([C:15]3[CH:20]=[CH:19][CH:18]=[CH:17][CH:16]=3)[CH:12]=[CH:13][CH:14]=2)[C:5]2[N:21]=[CH:22][CH:23]=[CH:24][C:4]=2[N:3]=1.[Br:25]N1C(=O)CCC1=O>C1C=CC=CC=1.COC(C)(C)CC(C)C#N>[Br:25][CH2:1][C:2]1[C:7](=[O:8])[N:6]([C:9]2[CH:10]=[C:11]([C:15]3[CH:20]=[CH:19][CH:18]=[CH:17][CH:16]=3)[CH:12]=[CH:13][CH:14]=2)[C:5]2[N:21]=[CH:22][CH:23]=[CH:24][C:4]=2[N:3]=1. Reported procedure: The mixture of 2-methyl-4-(3-biphenylyl)-3-oxo-3,4-dihydropyrido[2,3-b]pyrazine (17 g), N-bromosuccinimide (10.6 g) and 2,2′-azobis(4-methoxy-2,4-dimethylvaleronitrile (167 mg) in benzene (200 ml) was refluxed for 2 hours. The mixture was washed with water and evaporated. The crude products was purified by column chromatography to obtain 2-bromomethyl-4-(3-biphenylyl)-3-oxo-3,4-dihydropyrido[2,3-b]pyrazine (5 g). Reactants: C(C)C1(C=CC=C(N1)C=1CCN(CC1)C(=O)OC(C)(C)C)C(=O)[O-] (1′-tert-Butyl 6-ethyl-3′,6′-dihydro-2,4′-bipyridine-1′,6(2′H)-dicarboxylate), C(C)O (ethanol). Reagents/catalysts: [Pd] (Pd/C). The product is C(C)(C)(C)OC(=O)N1CCC(CC1)C1=CC=CC(=N1)C(=O)OCC (ethyl 6-[1-(tert-butoxycarbonyl)piperidin-4-yl]pyridine-2-carboxylate). As a reaction SMILES: C([C:3]1([C:22]([O-:24])=[O:23])[NH:8][C:7]([C:9]2[CH2:10][CH2:11][N:12]([C:15]([O:17][C:18]([CH3:21])([CH3:20])[CH3:19])=[O:16])[CH2:13][CH:14]=2)=[CH:6][CH:5]=[CH:4]1)C.[CH2:25](O)[CH3:26]>[Pd]>[C:18]([O:17][C:15]([N:12]1[CH2:13][CH2:14][CH:9]([C:7]2[N:8]=[C:3]([C:22]([O:24][CH2:25][CH3:26])=[O:23])[CH:4]=[CH:5][CH:6]=2)[CH2:10][CH2:11]1)=[O:16])([CH3:21])([CH3:19])[CH3:20]. Procedure: 1′-tert-Butyl 6-ethyl-3′,6′-dihydro-2,4′-bipyridine-1′,6(2′H)-dicarboxylate (31.5 g) is dissolved in ethanol (315 ml) and hydrogenated at room temperature under 1 bar of H2 in the presence of Pd/C (10%, 4.5 g) for 12 hours. Filtration and removal of the solvent under reduced pressure gives ethyl 6-[1-(tert-butoxycarbonyl)piperidin-4-yl]pyridine-2-carboxylate (30.5 g). Starting materials: ClC1=C(C=C(C(=C1)F)[N+](=O)[O-])OC (2-chloro-4-fluoro-5-nitroanisole). The reagents and catalysts are [Pd] (palladium on carbon). The solvent is C(C)O (ethanol), C(C)N(CC)CC (triethylamine). Product: FC1=C(N)C=C(C=C1)OC (2-fluoro-5-methoxyaniline). As a reaction SMILES: Cl[C:2]1[CH:7]=[C:6]([F:8])[C:5]([N+:9]([O-])=O)=[CH:4][C:3]=1[O:12][CH3:13]>C(O)C.C(N(CC)CC)C.[Pd]>[F:8][C:6]1[CH:7]=[CH:2][C:3]([O:12][CH3:13])=[CH:4][C:5]=1[NH2:9]. Procedure details: A solution of 5.63 g of 2-chloro-4-fluoro-5-nitroanisole in 90 ml of ethanol and 5 ml of triethylamine was hydrogenated at room temperature under 60 pounds per square inch with 1.0 g of 5% palladium on carbon for four hours. The catalyst was filtered off and the solvent was evaporated. The residue was slurried in chloroform and filtered thourough a plug of silica gel and then evaporated. Starting materials: NC=1C(N(N=CC1N)C)=O (4,5-diamino-2-methyl-3(2H)-pyridazinone), Cl (hydrochloric acid), N(=O)[O-].[Na+] (sodium nitrite). Solvent: O (water), O (water). Conditions: time 1 hour. The product is CN1N=CC2=C(C1=O)N=NN2 (5-Methyl-1H-triazolo[4,5-d]pyridazin-4(5H)-one). As a reaction SMILES: [NH2:1][C:2]1[C:3](=[O:10])[N:4]([CH3:9])[N:5]=[CH:6][C:7]=1[NH2:8].Cl.[N:12]([O-])=O.[Na+]>O>[CH3:9][N:4]1[C:3](=[O:10])[C:2]2[N:1]=[N:12][NH:8][C:7]=2[CH:6]=[N:5]1 |f:2.3|. Procedure: In water (10 ml) was dissolved 4,5-diamino-2-methyl-3(2H)-pyridazinone (280 mg) followed by addition of concentrated hydrochloric acid (0.5 ml) with ice-cooling. Then, sodium nitrite (290 mg)/water (5 ml) was added dropwise at a temperature not exceeding 10° C. and the mixture was stirred at that temperature for 1 hour and then at 100° C. for 1 hour. This reaction mixture was allowed to stand in the refrigerator for 16 hours and the resulting precipitate was collected by filtration, rinsed with ...